Dataset: the Open Reaction Database (ORD), a public repository of structured organic reaction records. Task: describe an organic reaction: reactants, conditions, products, and yield Starting materials: Clc1nc(-c2ccco2)c2scc(Br)c2n1, CN1CCCC1=O, NCCO, O. Yields the product OCCNc1nc(-c2ccco2)c2scc(Br)c2n1. As a reaction SMILES: [Br:1][c:2]1[cH:3][s:4][c:5]2[c:6]1[n:7][c:8]([Cl:16])[n:9][c:10]2-[c:11]1[o:12][cH:13][cH:14][cH:15]1.[CH3:22][N:23]1[CH2:24][CH2:25][CH2:26][C:27]1=[O:28].[NH2:17][CH2:18][CH2:19][OH:20].[OH2:21]>>[Br:1][c:2]1[cH:3][s:4][c:5]2[c:6]1[n:7][c:8]([NH:17][CH2:18][CH2:19][OH:20])[n:9][c:10]2-[c:11]1[o:12][cH:13][cH:14][cH:15]1. Starting materials: [H-].[Na+] (sodium hydride), ClC=1C=C(C=CC1C#N)C=1C=C(C=NC1)C(C1CC1)NS(=O)(=O)CC (ethanesulfonic acid {[5-(3-chloro-4-cyano-phenyl)-pyridin-3-yl]-cyclopropyl-methyl}-amide), ICC (iodoethane). Solvent: CN(C)C=O (DMF). Reaction conditions: temperature 0 celsius, time 20 minute. The product is ClC=1C=C(C=CC1C#N)C=1C=C(C=NC1)C(C1CC1)N(S(=O)(=O)CC)CC (ethanesulfonic acid {[5-(3-chloro-4-cyano-phenyl)-pyridin-3-yl]-cyclopropyl-methyl}-ethyl-amide). Reaction SMILES: [Cl:1][C:2]1[CH:3]=[C:4]([C:10]2[CH:11]=[C:12]([CH:16]([NH:20][S:21]([CH2:24][CH3:25])(=[O:23])=[O:22])[CH:17]3[CH2:19][CH2:18]3)[CH:13]=[N:14][CH:15]=2)[CH:5]=[CH:6][C:7]=1[C:8]#[N:9].[H-].[Na+].I[CH2:29][CH3:30]>CN(C=O)C>[Cl:1][C:2]1[CH:3]=[C:4]([C:10]2[CH:11]=[C:12]([CH:16]([N:20]([CH2:29][CH3:30])[S:21]([CH2:24][CH3:25])(=[O:23])=[O:22])[CH:17]3[CH2:19][CH2:18]3)[CH:13]=[N:14][CH:15]=2)[CH:5]=[CH:6][C:7]=1[C:8]#[N:9] |f:1.2|. Reported procedure: A 40 mL scintillation vial was charged with ethanesulfonic acid {[5-(3-chloro-4-cyano-phenyl)-pyridin-3-yl]-cyclopropyl-methyl}-amide (0.075 g, 0.200 mmol) and DMF (3 mL). The reaction mixture was cooled to 0° C. and sodium hydride (0.012 g, 0.299 mmol) was added. The reaction was left to stir at room temperature for 20 min followed by the addition of iodoethane (0.050 g, 0.319 mmol). The reaction was stirred at room temperature overnight. The reaction was quenched with water (0.5 mL) and filter... Starting materials: CC=1N=C2N(C=CC=C2OCCCCN2C(SCC2=O)=O)C1 (3-[4-(2-methylimidazo[1,2-a]pyridin-8-yloxy)butyl]thiazolidine-2,4-dione), C(CCC)=O (n-butyraldehyde), N1CCCCC1 (piperidine). The solvent is C(C)O (ethanol). Yields the product C(CCC)=C1C(N(C(S1)=O)CCCCOC=1C=2N(C=CC1)C=C(N2)C)=O (5-butylidene-3-[4-(2-methylimidazo[1,2-a]pyridin-8-yloxy)butyl]thiazolidine-2,4-dione). RXN SMILES: [CH3:1][C:2]1[N:3]=[C:4]2[C:9]([O:10][CH2:11][CH2:12][CH2:13][CH2:14][N:15]3[C:19](=[O:20])[CH2:18][S:17][C:16]3=[O:21])=[CH:8][CH:7]=[CH:6][N:5]2[CH:22]=1.[CH:23](=O)[CH2:24][CH2:25][CH3:26].N1CCCCC1>C(O)C>[CH:23](=[C:18]1[S:17][C:16](=[O:21])[N:15]([CH2:14][CH2:13][CH2:12][CH2:11][O:10][C:9]2[C:4]3[N:5]([CH:22]=[C:2]([CH3:1])[N:3]=3)[CH:6]=[CH:7][CH:8]=2)[C:19]1=[O:20])[CH2:24][CH2:25][CH3:26]. Procedure details: To a solution of 1.36 g (4.26 mmol) 3-[4-(2-methylimidazo[1,2-a]pyridin-8-yloxy)butyl]thiazolidine-2,4-dione and 0.38 ml (4.26 mmol) of n-butyraldehyde in 20 ml of ethanol, 0.04 ml (0.4 mmol) of piperidine was added, followed by refluxing for 2 hours. After the reaction mixture was cooled, the solvent was distilled off. The residue was dissolved in chloroform, washed with saturated aqueous sodium hydrogen carbonate and dried, after which the solvent was distilled off. The residue was purified by...